The task is: describe an organic reaction: reactants, conditions, products, and yield. This data is from the Open Reaction Database (ORD), a public repository of structured organic reaction records. The reactants are C1(CC1)C(C(C1=C(C=CC=C1)F)N1C\C(\C(CC1)O)=C/C=1OC=CC1)=O ((E)-1-[2-cyclopropyl-1-(2-fluorophenyl)-2-oxoethyl]-3-[(furan-2-yl)methylidene]piperidin-4-ol), C(C)(=S)O (thioacetic acid), C(C(C)(C)C)OC(N(C)C)OCC(C)(C)C (N,N-dimethylformamide dineopentyl acetal), C(O)([O-])=O.[Na+] (sodium hydrogencarbonate). The solvent is C1(=CC=CC=C1)C (toluene). Run at time 1 hour. Yields the product C(C)(=O)SC1/C(/CN(CC1)C(C(=O)C1CC1)C1=C(C=CC=C1)F)=C/C=1OC=CC1 ((E)-4-(Acetylsulfanyl)-1-[2-cyclopropyl-1-(2-fluorophenyl)-2-oxoethyl]-3-[(furan-2-yl)methylidene]piperidine). The yield is 22.0%. RXN SMILES: [CH:1]1([C:4](=[O:26])[CH:5]([N:13]2[CH2:18][CH2:17][CH:16](O)/[C:15](=[CH:20]/[C:21]3[O:22][CH:23]=[CH:24][CH:25]=3)/[CH2:14]2)[C:6]2[CH:11]=[CH:10][CH:9]=[CH:8][C:7]=2[F:12])[CH2:3][CH2:2]1.[C:27]([OH:30])(=[S:29])[CH3:28].C(OC(OCC(C)(C)C)N(C)C)C(C)(C)C.C(=O)([O-])O.[Na+]>C1(C)C=CC=CC=1>[C:27]([S:29][CH:16]1[CH2:17][CH2:18][N:13]([CH:5]([C:6]2[CH:11]=[CH:10][CH:9]=[CH:8][C:7]=2[F:12])[C:4]([CH:1]2[CH2:3][CH2:2]2)=[O:26])[CH2:14]/[C:15]/1=[CH:20]\[C:21]1[O:22][CH:23]=[CH:24][CH:25]=1)(=[O:30])[CH3:28] |f:3.4|. Reported procedure: To a solution of (E)-1-[2-cyclopropyl-1-(2-fluorophenyl)-2-oxoethyl]-3-[(furan-2-yl)methylidene]piperidin-4-ol (2.30 g) in toluene (50 ml) were added thioacetic acid (0.92 ml) and N,N-dimethylformamide dineopentyl acetal (3.61 g) under ice-cooling, and the resulting mixture was stirred at room temperature for 1 hour. After stirring, saturated aqueous sodium hydrogencarbonate solution was added to the reaction mixture, and the resulting mixture was extracted with ethyl acetate. The extract was wa...